This data is from the Open Reaction Database (ORD), a public repository of structured organic reaction records. The task is: describe an organic reaction: reactants, conditions, products, and yield The product is CN(C)CCC(C(=O)N(C)C)(c1ccccc1)C(O)c1ccccc1. Reactants: C1CCOC1, [Li]CCCC, CN(C)CCC(C(=O)N(C)C)c1ccccc1, CC(C)[N-]C(C)C, O=Cc1ccccc1, CC(C)NC(C)C, Cl, [Li+]. Reaction SMILES: [CH2:47]1[O:48][CH2:49][CH2:50][CH2:51]1.[CH3:16][CH2:17][CH2:18][CH2:19][Li:20].[CH3:21][N:22]([C:23]([CH:24]([CH2:25][CH2:26][N:27]([CH3:28])[CH3:29])[c:30]1[cH:31][cH:32][cH:33][cH:34][cH:35]1)=[O:36])[CH3:37].[CH3:2][CH:3]([N-:4][CH:5]([CH3:6])[CH3:7])[CH3:8].[CH:38](=[O:39])[c:40]1[cH:41][cH:42][cH:43][cH:44][cH:45]1.[CH:9]([NH:10][CH:11]([CH3:12])[CH3:13])([CH3:14])[CH3:15].[ClH:46].[Li+:1]>>[CH3:21][N:22]([C:23]([C:24]([CH2:25][CH2:26][N:27]([CH3:28])[CH3:29])([c:30]1[cH:31][cH:32][cH:33][cH:34][cH:35]1)[CH:38]([OH:39])[c:40]1[cH:41][cH:42][cH:43][cH:44][cH:45]1)=[O:36])[CH3:37]. Starting materials: [C@@H]12CN(C[C@H]2CC1)CCCOC1=CC=C(C(=O)N)C=C1 (4-{3-[(1R,5S)-3-Azabicyclo[3.2.0]hept-3-yl]propoxy}benzamide), Cl (HCl). Solvent: C(C)O (ethanol). The product is Cl.[C@@H]12CN(C[C@H]2CC1)CCCOC1=CC=C(C(=O)N)C=C1 (4-{3-[(1R,5S)-3-Azabicyclo[3.2.0]hept-3-yl]propoxy}benzamide hydrochloride). As a reaction SMILES: [C@@H:1]12[CH2:7][CH2:6][C@@H:5]1[CH2:4][N:3]([CH2:8][CH2:9][CH2:10][O:11][C:12]1[CH:20]=[CH:19][C:15]([C:16]([NH2:18])=[O:17])=[CH:14][CH:13]=1)[CH2:2]2.[ClH:21]>C(O)C>[ClH:21].[C@@H:5]12[CH2:6][CH2:7][C@@H:1]1[CH2:2][N:3]([CH2:8][CH2:9][CH2:10][O:11][C:12]1[CH:13]=[CH:14][C:15]([C:16]([NH2:18])=[O:17])=[CH:19][CH:20]=1)[CH2:4]2 |f:3.4|. Reported procedure: The product obtained in Step 2 is dissolved in 10 ml of ethanol to which 2 ml of 2N ethereal HCl are added. The product thereby obtained is filtered off, rinsed with ethanol and dried in vacuo. As a reaction SMILES: [CH2:116]1[O:117][CH2:118][CH2:119][O:120][CH2:121]1.[CH3:47][C:48]([CH3:49])([O-:50])[CH3:51].[CH3:53][CH2:54][O:55][C:56](=[O:57])[CH3:58].[Cl:7][c:8]1[n:9][c:10]2[cH:11][cH:12][c:13]([O:24][CH3:25])[cH:14][c:15]2[c:16]([N:18]2[CH2:19][CH2:20][O:21][CH2:22][CH2:23]2)[cH:17]1.[ClH:26].[NH2:1][N:2]1[CH2:3][CH2:4][CH2:5][CH2:6]1.[NH2:27][CH:28]1[CH2:29][N:30]([C:33]([CH2:34][c:35]2[cH:36][cH:37][c:38]([O:41][C:42]([F:43])([F:44])[F:45])[cH:39][cH:40]2)=[O:46])[CH2:31][CH2:32]1.[Na+:52].[O:62]=[C:63]([CH:64]=[CH:65][c:66]1[cH:67][cH:68][cH:69][cH:70][cH:71]1)[CH:72]=[CH:73][c:74]1[cH:75][cH:76][cH:77][cH:78][cH:79]1.[O:80]=[C:81]([CH:82]=[CH:83][c:84]1[cH:85][cH:86][cH:87][cH:88][cH:89]1)[CH:90]=[CH:91][c:92]1[cH:93][cH:94][cH:95][cH:96][cH:97]1.[O:98]=[C:99]([CH:100]=[CH:101][c:102]1[cH:103][cH:104][cH:105][cH:106][cH:107]1)[CH:108]=[CH:109][c:110]1[cH:111][cH:112][cH:113][cH:114][cH:115]1.[OH2:59].[Pd:60].[Pd:61]>>[c:8]1([NH:27][CH:28]2[CH2:29][N:30]([C:33]([CH2:34][c:35]3[cH:36][cH:37][c:38]([O:41][C:42]([F:43])([F:44])[F:45])[cH:39][cH:40]3)=[O:46])[CH2:31][CH2:32]2)[n:9][c:10]2[cH:11][cH:12][c:13]([O:24][CH3:25])[cH:14][c:15]2[c:16]([N:18]2[CH2:19][CH2:20][O:21][CH2:22][CH2:23]2)[cH:17]1. Reactants: C1COCCO1, CC(C)(C)[O-], CCOC(C)=O, COc1ccc2nc(Cl)cc(N3CCOCC3)c2c1, Cl, NN1CCCC1, NC1CCN(C(=O)Cc2ccc(OC(F)(F)F)cc2)C1, [Na+], O=C(C=Cc1ccccc1)C=Cc1ccccc1, O=C(C=Cc1ccccc1)C=Cc1ccccc1, O=C(C=Cc1ccccc1)C=Cc1ccccc1, O, [Pd], [Pd]. Yields the product COc1ccc2nc(NC3CCN(C(=O)Cc4ccc(OC(F)(F)F)cc4)C3)cc(N3CCOCC3)c2c1. The reactants are CN1CCCC1=O, COc1cc2ncnc(Cl)c2cc1OC, c1ccc2c(c1)CCCCCN2. Product: COc1cc2ncnc(N3CCCCCc4ccccc43)c2cc1OC. RXN SMILES: [CH3:28][N:29]1[CH2:30][CH2:31][CH2:32][C:33]1=[O:34].[Cl:13][c:14]1[n:15][cH:16][n:17][c:18]2[cH:19][c:20]([O:26][CH3:27])[c:21]([O:24][CH3:25])[cH:22][c:23]12.[NH:1]1[c:2]2[c:3]([cH:9][cH:10][cH:11][cH:12]2)[CH2:4][CH2:5][CH2:6][CH2:7][CH2:8]1>>[N:1]1([c:14]2[n:15][cH:16][n:17][c:18]3[cH:19][c:20]([O:26][CH3:27])[c:21]([O:24][CH3:25])[cH:22][c:23]23)[c:2]2[c:3]([cH:9][cH:10][cH:11][cH:12]2)[CH2:4][CH2:5][CH2:6][CH2:7][CH2:8]1. The reactants are OCc1ccc(OCc2ccccc2)c(F)c1, ClCCl, O=S(Cl)Cl. The product is Fc1cc(CCl)ccc1OCc1ccccc1. As a reaction SMILES: [CH2:5]([c:6]1[cH:7][cH:8][cH:9][cH:10][cH:11]1)[O:12][c:13]1[c:14]([F:21])[cH:15][c:16]([CH2:19][OH:20])[cH:17][cH:18]1.[Cl:22][CH2:23][Cl:24].[S:1]([Cl:2])([Cl:3])=[O:4]>>[Cl:3][CH2:19][c:16]1[cH:15][c:14]([F:21])[c:13]([O:12][CH2:5][c:6]2[cH:7][cH:8][cH:9][cH:10][cH:11]2)[cH:18][cH:17]1. Procedure details: In a glovebox, cis-1,2,3-triphenylaziridine (1 mmol), B(C6F5)3 (6.05 mmol) and (2,4,6-Me3C6H2)3P (0.05 mmol) are reacted according to the procedure of the Comparative Example to yield N-1,2-diphenylethyl-N-phenyl amine. The product is C1(=CC=CC=C1)C(CC1=CC=CC=C1)NC1=CC=CC=C1 (N-1,2-diphenylethyl-N-phenyl amine). Reactants: C1(=CC=CC=C1)N1[C@H]([C@H]1C1=CC=CC=C1)C1=CC=CC=C1 (cis-1,2,3-triphenylaziridine), B(C1=C(F)C(F)=C(F)C(F)=C1F)(C1=C(F)C(F)=C(F)C(F)=C1F)C1=C(F)C(F)=C(F)C(F)=C1F (B(C6F5)3). RXN SMILES: [C:1]1([N:7]2[C@H:9]([C:10]3[CH:15]=[CH:14][CH:13]=[CH:12][CH:11]=3)[C@@H:8]2[C:16]2[CH:21]=[CH:20][CH:19]=[CH:18][CH:17]=2)[CH:6]=[CH:5][CH:4]=[CH:3][CH:2]=1.B(C1C(F)=C(F)C(F)=C(F)C=1F)(C1C(F)=C(F)C(F)=C(F)C=1F)C1C(F)=C(F)C(F)=C(F)C=1F>>[C:16]1([CH:8]([NH:7][C:1]2[CH:6]=[CH:5][CH:4]=[CH:3][CH:2]=2)[CH2:9][C:10]2[CH:11]=[CH:12][CH:13]=[CH:14][CH:15]=2)[CH:17]=[CH:18][CH:19]=[CH:20][CH:21]=1. The solvent is CN(C=O)C (dimethylformamide). Procedure: In an oven dried, nitrogen purged, 3 neck, 50 mL round bottom flask, 1.00 g (7.40 mmol) of 4-fluoroindole in 10 mL of dry dimethylformamide is reacted with 0.335 g (8.88 mmol) of 60% sodium hydride dispersed in mineral oil at room temperature for 4 h. 0.553 mL (8.88 mmol) of iodomethane is added and the reaction is allowed to stir at room temperature overnight, 15 h. The reaction is quenched with 50 mL of water, extracted 3×50 mL of ethyl acetate, dried (MgSO4), and concentrated. The crude produ... Starting materials: FC1=C2C=CNC2=CC=C1 (4-fluoroindole), [H-].[Na+] (sodium hydride), IC (iodomethane). Run at time 15 hour. The yield is 61.2%. The product is FC1=C2C=CN(C2=CC=C1)C (4-Fluoro-1-methylindole). As a reaction SMILES: [F:1][C:2]1[CH:10]=[CH:9][CH:8]=[C:7]2[C:3]=1[CH:4]=[CH:5][NH:6]2.[H-].[Na+].I[CH3:14]>CN(C)C=O>[F:1][C:2]1[CH:10]=[CH:9][CH:8]=[C:7]2[C:3]=1[CH:4]=[CH:5][N:6]2[CH3:14] |f:1.2|. Conditions: temperature 80 celsius. Run in B(O)(O)O (boric acid), S(O)(O)(=O)=O (sulphuric acid). Starting materials: NC1=CC(=C(C=2C(C3=C(C=C(C(=C3C(C12)=O)O)S(=O)(=O)[O-])N)=O)O)S(=O)(=O)[O-].[Na+].[Na+] (sodium 4,8-diamino-1,5-dihydroxy-anthraquinone-2,6-disulfonate), C(CCC)OC1=CC=CC=C1 (butoxybenzene). Procedure: 4.0 g of sodium 4,8-diamino-1,5-dihydroxy-anthraquinone-2,6-disulfonate is dissolved in a mixture of 2.0 g of boric acid and 30 ml concentrated sulphuric acid heated to 80° C. The blue solution obtained is cooled to a temperature of 0° to 5° C., and 2.8 g of butoxybenzene is stirred in drop by drop, the colour then changing from blue to reddish brown. The mixture is agitated for a further two hours at 0° to 10° C., then poured onto ice. The suspension obtained is heated on reflux for 4 hours to ... Product: NC1=C(C=C(C=2C(C3=C(C=CC(=C3C(C12)=O)O)N)=O)O)C1=CC=C(C=C1)OCCCC (4,8-diamino-1,5-dihydroxy-3-p-butoxyphenyl-anthraquinone). RXN SMILES: [NH2:1][C:2]1[C:15]2[C:14](=[O:16])[C:13]3[C:8](=[C:9]([NH2:22])[CH:10]=[C:11](S([O-])(=O)=O)[C:12]=3[OH:17])[C:7](=[O:23])[C:6]=2[C:5]([OH:24])=[C:4](S([O-])(=O)=O)[CH:3]=1.[Na+].[Na+].[CH2:31]([O:35][C:36]1[CH:41]=[CH:40][CH:39]=[CH:38][CH:37]=1)[CH2:32][CH2:33][CH3:34]>B(O)(O)O.S(=O)(=O)(O)O>[NH2:1][C:2]1[C:15]2[C:14](=[O:16])[C:13]3[C:8](=[C:9]([NH2:22])[CH:10]=[CH:11][C:12]=3[OH:17])[C:7](=[O:23])[C:6]=2[C:5]([OH:24])=[CH:4][C:3]=1[C:39]1[CH:40]=[CH:41][C:36]([O:35][CH2:31][CH2:32][CH2:33][CH3:34])=[CH:37][CH:38]=1 |f:0.1.2|.